This data is from the Open Reaction Database (ORD), a public repository of structured organic reaction records. The task is: describe an organic reaction: reactants, conditions, products, and yield The reactants are C(C1=CC=CC=C1)OC1=CC=C(C=C1)CCOC(CC(=O)C)=O (2-(4-benzyloxyphenyl)ethylacetoacetate). Reagents/catalysts: [Pd] (palladium on carbon). Solvent: C(C)O (ethanol). Yields the product OC1=CC=C(C=C1)CCOC(CC(=O)C)=O (2-(4-hydroxyphenyl)ethylacetoacetate). Isolated yield 97.5%. As a reaction SMILES: C([O:8][C:9]1[CH:14]=[CH:13][C:12]([CH2:15][CH2:16][O:17][C:18](=[O:23])[CH2:19][C:20]([CH3:22])=[O:21])=[CH:11][CH:10]=1)C1C=CC=CC=1>C(O)C.[Pd]>[OH:8][C:9]1[CH:10]=[CH:11][C:12]([CH2:15][CH2:16][O:17][C:18](=[O:23])[CH2:19][C:20]([CH3:22])=[O:21])=[CH:13][CH:14]=1. Procedure: A solution of 6.2 g of 2-(4-benzyloxyphenyl)ethylacetoacetate in 100 mL of ethanol with 0.5 g of 10% palladium on carbon was hydrogenated at 50 psi for 18 h. The mixture was filtered and the filtrate evaporated to afford 4.3 g of 2-(4-hydroxyphenyl)ethylacetoacetate.